From a dataset of the Open Reaction Database (ORD), a public repository of structured organic reaction records. describe an organic reaction: reactants, conditions, products, and yield The reactants are BrCc1ccccc1, Cn1c(=O)c2[nH]c(C3CCCC(NC(=O)OCc4ccccc4)C3)nc2c2ccccc21, CN(C)C=O. Yields the product Cn1c(=O)c2c(nc(C3CCCC(NC(=O)OCc4ccccc4)C3)n2Cc2ccccc2)c2ccccc21. As a reaction SMILES: [Br:33][CH2:34][c:35]1[cH:36][cH:37][cH:38][cH:39][cH:40]1.[CH2:1]([c:2]1[cH:3][cH:4][cH:5][cH:6][cH:7]1)[O:8][C:9]([NH:10][CH:11]1[CH2:12][CH:13]([c:17]2[n:18][c:19]3[c:20]([c:21](=[O:30])[n:22]([CH3:29])[c:23]4[cH:24][cH:25][cH:26][cH:27][c:28]34)[nH:31]2)[CH2:14][CH2:15][CH2:16]1)=[O:32].[O:41]=[CH:42][N:43]([CH3:44])[CH3:45]>>[CH2:1]([c:2]1[cH:3][cH:4][cH:5][cH:6][cH:7]1)[O:8][C:9]([NH:10][CH:11]1[CH2:12][CH:13]([c:17]2[n:18][c:19]3[c:20]([c:21](=[O:30])[n:22]([CH3:29])[c:23]4[cH:24][cH:25][cH:26][cH:27][c:28]34)[n:31]2[CH2:34][c:35]2[cH:36][cH:37][cH:38][cH:39][cH:40]2)[CH2:14][CH2:15][CH2:16]1)=[O:32].